This data is from the Open Reaction Database (ORD), a public repository of structured organic reaction records. The task is: describe an organic reaction: reactants, conditions, products, and yield Reactants: COC1=NC=C(C=C1CO)C(F)(F)F ((2-methoxy-5-(trifluoromethyl)pyridin-3-yl)methanol), S(=O)(Cl)Cl (thionyl chloride). Solvent: C(Cl)Cl (DCM). Conditions: time 2 hour. Product: ClCC=1C(=NC=C(C1)C(F)(F)F)OC (3-(chloromethyl)-2-methoxy-5-(trifluoromethyl)pyridine). RXN SMILES: [CH3:1][O:2][C:3]1[C:8]([CH2:9]O)=[CH:7][C:6]([C:11]([F:14])([F:13])[F:12])=[CH:5][N:4]=1.S(Cl)([Cl:17])=O>C(Cl)Cl>[Cl:17][CH2:9][C:8]1[C:3]([O:2][CH3:1])=[N:4][CH:5]=[C:6]([C:11]([F:14])([F:13])[F:12])[CH:7]=1. Procedure: To a solution of 2-methoxy-5-(trifluoromethyl)pyridin-3-yl)methanol (14) (0.4 g, 1.93 mmol) dissolved in DCM was added thionyl chloride (0.38 ml, 3.86 mmol). The reaction mixture was stirred for 2 h at RT. The solvent was evaporated under the reduced pressure and the reaction mixture was poured in to water (50 mL) and extracted with DCM (2×50 mL). The combined organic layer was washed with water, brine, dried over sodium sulfate, and concentrated at reduced pressure to yield 3-(chloromethyl)-2-m... Starting materials: Nc1cc2cc(Br)ccc2c(Br)n1, CCCC[SnH](CCCC)CCCC, C1COCCO1. The product is Nc1cc2cc(Br)ccc2cn1. As a reaction SMILES: [Br:1][c:2]1[n:3][c:4]([NH2:13])[cH:5][c:6]2[cH:7][c:8]([Br:12])[cH:9][cH:10][c:11]12.[CH2:14]([SnH:15]([CH2:16][CH2:17][CH2:18][CH3:19])[CH2:20][CH2:21][CH2:22][CH3:23])[CH2:24][CH2:25][CH3:26].[O:27]1[CH2:28][CH2:29][O:30][CH2:31][CH2:32]1>>[cH:2]1[n:3][c:4]([NH2:13])[cH:5][c:6]2[cH:7][c:8]([Br:12])[cH:9][cH:10][c:11]12. The reactants are C1(CCCCC1)N=C=NC1CCCCC1 (Dicyclohexylcarbodiimide), C(C)(=O)SCC(C(=O)O)CC(N)=O (3-acetylthio-2-carbamoylmethylpropanoic acid). The solvent is N1=CC=CC=C1 (pyridine). Run at time 5 hour. The product is C(C)(=O)SCC(C(=O)O)CC#N (3-Acetylthio-2-cyanomethylpropanoic acid). RXN SMILES: C1(N=C=NC2CCCCC2)CCCCC1.[C:16]([S:19][CH2:20][CH:21]([CH2:25][C:26](=O)[NH2:27])[C:22]([OH:24])=[O:23])(=[O:18])[CH3:17]>N1C=CC=CC=1>[C:16]([S:19][CH2:20][CH:21]([CH2:25][C:26]#[N:27])[C:22]([OH:24])=[O:23])(=[O:18])[CH3:17]. Procedure: Dicyclohexylcarbodiimide (1.03 g.) is added to a solution of 3-acetylthio-2-carbamoylmethylpropanoic acid (1.02 g.) in pyridine (18 ml.). After five hours stirring at room temperature, the precipitate is filtered off and the filtrate is concentrated to dryness, the residue is dissolved in ethyl acetate and extracted with saturated aqueous bicarbonate. The aqueous phase is acidified and extracted with ethyl acetate. This organic layer is dried and concentrated to dryness. The residue, 3-acetylthi... Reactants: CN1C(=O)C(F)(F)CN(C2CCCC2)c2nc(Nc3ccc(C(=O)NC4CCN(C(=O)OC(C)(C)C)CC4)cc3C(F)(F)F)ncc21, ClCCl, O=C(O)C(F)(F)F. Product: CN1C(=O)C(F)(F)CN(C2CCCC2)c2nc(Nc3ccc(C(=O)NC4CCNCC4)cc3C(F)(F)F)ncc21. As a reaction SMILES: [C:1]([O:2][C:3](=[O:4])[N:8]1[CH2:9][CH2:10][CH:11]([NH:14][C:15]([c:16]2[cH:17][c:18]([C:43]([F:44])([F:45])[F:46])[c:19]([NH:22][c:23]3[n:24][cH:25][c:26]4[c:27]([n:42]3)[N:28]([CH:37]3[CH2:38][CH2:39][CH2:40][CH2:41]3)[CH2:29][C:30]([F:35])([F:36])[C:31](=[O:34])[N:32]4[CH3:33])[cH:20][cH:21]2)=[O:47])[CH2:12][CH2:13]1)([CH3:5])([CH3:6])[CH3:7].[Cl:55][CH2:56][Cl:57].[OH:48][C:49]([C:50]([F:51])([F:52])[F:53])=[O:54]>>[NH:8]1[CH2:9][CH2:10][CH:11]([NH:14][C:15]([c:16]2[cH:17][c:18]([C:43]([F:44])([F:45])[F:46])[c:19]([NH:22][c:23]3[n:24][cH:25][c:26]4[c:27]([n:42]3)[N:28]([CH:37]3[CH2:38][CH2:39][CH2:40][CH2:41]3)[CH2:29][C:30]([F:35])([F:36])[C:31](=[O:34])[N:32]4[CH3:33])[cH:20][cH:21]2)=[O:47])[CH2:12][CH2:13]1. Reactants: COC(C(NC(=O)OCC1=CC=CC=C1)CC1=CC=CC=C1)=O (N-benzyloxycarbonyl-DL-phenylalanine methyl ester), [Cl-].[Li+] (lithium chloride), [BH4-].[Na+] (sodium tetrahydroborate), C(CC(O)(C(=O)O)CC(=O)O)(=O)O (citric acid). Solvent: C1CCOC1 (THF), C(C)O (ethanol). Run at time 14 hour. Product: C(C1=CC=CC=C1)OC(=O)NC(CC1=CC=CC=C1)CO (N-benzyloxycarbonyl-DL-phenylalaninol). The yield is 89.2%. RXN SMILES: C[O:2][C:3](=O)[CH:4]([CH2:16][C:17]1[CH:22]=[CH:21][CH:20]=[CH:19][CH:18]=1)[NH:5][C:6]([O:8][CH2:9][C:10]1[CH:15]=[CH:14][CH:13]=[CH:12][CH:11]=1)=[O:7].[Cl-].[Li+].[BH4-].[Na+].C(O)(=O)CC(CC(O)=O)(C(O)=O)O>C1COCC1.C(O)C>[CH2:9]([O:8][C:6]([NH:5][CH:4]([CH2:3][OH:2])[CH2:16][C:17]1[CH:18]=[CH:19][CH:20]=[CH:21][CH:22]=1)=[O:7])[C:10]1[CH:11]=[CH:12][CH:13]=[CH:14][CH:15]=1 |f:1.2,3.4|. Procedure: To a solution of the objective compound of step (8) (109 g, 0.345 mol) in THF (500 mL) were added mortar-pulverized lithium chloride (29.2 g, 0.689 mol) and sodium tetrahydroborate (26.1 g, 0.690 mol). To the resulting suspension was added ethanol (1000 mL) with dropwise over 40 minutes, and the mixture was stirred at room temperature for 14 hours. To the reaction mixture was added 10% citric acid aqueous solution (700 mL), and the mixture was stirred at room temperature for 30 minutes. The orga... Starting materials: O (water), C(C)OC(CCC(=O)OCC)(C)OCC (ethyl 4,4-diethoxypentanoate), C(=O)OCC (ethyl formate), [Na] (sodium). Run in C1=CC=CC=C1 (benzene). Reaction conditions: time 3 hour. The product is C(=O)C(C(=O)OCC)CC(=O)C (Ethyl 2-formyllevulinate). As a reaction SMILES: C(O[C:4]([O:13]CC)([CH3:12])[CH2:5][CH2:6][C:7]([O:9][CH2:10][CH3:11])=[O:8])C.[CH:16](OCC)=[O:17].[Na].O>C1C=CC=CC=1>[CH:16]([CH:6]([CH2:5][C:4]([CH3:12])=[O:13])[C:7]([O:9][CH2:10][CH3:11])=[O:8])=[O:17] |^1:20|. Procedure details: A mixture of 106.3 g (0.489 mol) of ethyl 4,4-diethoxypentanoate and 80 ml (73.6 g, 0.99 mol) of ethyl formate was added dropwise to a vigorously stirred suspension of 12.7 g (0.55 gram atom) of sodium (shavings) in 300 ml of anhydrous benzene at 10-15° C. over 3 h. Stirring was continued for a further 3 h, and the reaction mixture was left to stand overnight. 250 ml of water were added with vigorous stirring, and this was continued for a further 15 min. The water layer was separated off, and th... Starting materials: C[Si](C)(C)C#Cc1cc(C(F)(F)F)cc(Br)c1N, C1CCOC1, CCCC[N+](CCCC)(CCCC)CCCC, [F-], O. Product: C#Cc1cc(C(F)(F)F)cc(Br)c1N. RXN SMILES: [Br:1][c:2]1[c:3]([NH2:18])[c:4]([C:12]#[C:13][Si:14]([CH3:15])([CH3:16])[CH3:17])[cH:5][c:6]([C:8]([F:9])([F:10])[F:11])[cH:7]1.[CH2:38]1[O:39][CH2:40][CH2:41][CH2:42]1.[CH3:20][CH2:21][CH2:22][CH2:23][N+:24]([CH2:25][CH2:26][CH2:27][CH3:28])([CH2:29][CH2:30][CH2:31][CH3:32])[CH2:33][CH2:34][CH2:35][CH3:36].[F-:19].[OH2:37]>>[Br:1][c:2]1[c:3]([NH2:18])[c:4]([C:12]#[CH:13])[cH:5][c:6]([C:8]([F:9])([F:10])[F:11])[cH:7]1. Yields the product ClC=1C(=NC=CC1N(C(CC1=CC=C(C=C1)OC1=NC=C(C=C1)C(F)(F)F)=O)C(=O)OC)CC (N-(3-chloro-2-ethylpyridin-4-yl)-N-methoxycarbonyl-4-[(5-trifluoromethylpyridin-2-yl)oxy]phenylacetamide). Run in O1CCCC1 (tetrahydrofuran), O1CCCC1 (tetrahydrofuran). Isolated yield 28.3%. Procedure details: 0.87 g (2.0 mmol) of N-(3-chloro-2-ethylpyridin-4-yl)-4-[(5-trifluoromethylpyridin-2-yl)oxy]phenylacetamide was dissolved in 5 ml of tetrahydrofuran, and the solution was stirred at room temperature. Then, 0.058 g (2.4 mmol) of sodium hydride was gradually added thereto, and the mixture was further stirred for one hour at room temperature. Then, 2 ml of a tetrahydrofuran solution containing 0.38 g (4.0 mmol) of methyl chloroformate was dropwise added thereto at a temperature of from -5° to 0° C,... Starting materials: ice water, ClC=1C(=NC=CC1NC(CC1=CC=C(C=C1)OC1=NC=C(C=C1)C(F)(F)F)=O)CC (N-(3-chloro-2-ethylpyridin-4-yl)-4-[(5-trifluoromethylpyridin-2-yl)oxy]phenylacetamide), [H-].[Na+] (sodium hydride), ClC(=O)OC (methyl chloroformate). Reaction SMILES: [Cl:1][C:2]1[C:3]([CH2:29][CH3:30])=[N:4][CH:5]=[CH:6][C:7]=1[NH:8][C:9](=[O:28])[CH2:10][C:11]1[CH:16]=[CH:15][C:14]([O:17][C:18]2[CH:23]=[CH:22][C:21]([C:24]([F:27])([F:26])[F:25])=[CH:20][N:19]=2)=[CH:13][CH:12]=1.[H-].[Na+].Cl[C:34]([O:36][CH3:37])=[O:35]>O1CCCC1>[Cl:1][C:2]1[C:3]([CH2:29][CH3:30])=[N:4][CH:5]=[CH:6][C:7]=1[N:8]([C:34]([O:36][CH3:37])=[O:35])[C:9](=[O:28])[CH2:10][C:11]1[CH:12]=[CH:13][C:14]([O:17][C:18]2[CH:23]=[CH:22][C:21]([C:24]([F:25])([F:26])[F:27])=[CH:20][N:19]=2)=[CH:15][CH:16]=1 |f:1.2|. The reactants are ClC1=NC2=CN=CC=C2C(=C1C)Cl (2,4-dichloro-3-methyl-1,7-naphthyridine), FC=1C=C(C=NC1)B(O)O (5-fluoropyridine-3-boronic acid), C([O-])([O-])=O.[Na+].[Na+] (sodium carbonate). Reagents/catalysts: C=1C=CC(=CC1)[P](C=2C=CC=CC2)(C=3C=CC=CC3)[Pd]([P](C=4C=CC=CC4)(C=5C=CC=CC5)C=6C=CC=CC6)([P](C=7C=CC=CC7)(C=8C=CC=CC8)C=9C=CC=CC9)[P](C=1C=CC=CC1)(C=1C=CC=CC1)C=1C=CC=CC1 (Pd(PPh3)4). Yields the product ClC1=C(C(=NC2=CN=CC=C12)C=1C=NC=C(C1)F)C (4-Chloro-2-(5-fluoropyridin-3-yl)-3-methyl-1,7-naphthyridine). As a reaction SMILES: Cl[C:2]1[C:11]([CH3:12])=[C:10]([Cl:13])[C:9]2[C:4](=[CH:5][N:6]=[CH:7][CH:8]=2)[N:3]=1.[F:14][C:15]1[CH:16]=[C:17](B(O)O)[CH:18]=[N:19][CH:20]=1.C(=O)([O-])[O-].[Na+].[Na+]>C1C=CC([P]([Pd]([P](C2C=CC=CC=2)(C2C=CC=CC=2)C2C=CC=CC=2)([P](C2C=CC=CC=2)(C2C=CC=CC=2)C2C=CC=CC=2)[P](C2C=CC=CC=2)(C2C=CC=CC=2)C2C=CC=CC=2)(C2C=CC=CC=2)C2C=CC=CC=2)=CC=1>[Cl:13][C:10]1[C:9]2[C:4](=[CH:5][N:6]=[CH:7][CH:8]=2)[N:3]=[C:2]([C:17]2[CH:18]=[N:19][CH:20]=[C:15]([F:14])[CH:16]=2)[C:11]=1[CH3:12] |f:2.3.4,^1:33,35,54,73|. Reported procedure: Prepared according to procedure F using 2,4-dichloro-3-methyl-1,7-naphthyridine (100 mg, 0.469 mmol), 5-fluoropyridine-3-boronic acid (66.1 mg, 0.469 mmol), sodium carbonate (87 mg, 0.821 mmol) and Pd(PPh3)4 (54.2 mg, 0.047 mmol). Product used without further purification in the next step. Mass Spectrum (ESI) m/e=274.0 (M+1).